Dataset: the Open Reaction Database (ORD), a public repository of structured organic reaction records. Task: describe an organic reaction: reactants, conditions, products, and yield The reactants are C1(CCCC1)NC1=NC(=NC(=C1C)C)NCC1=NC=CC=C1 (N4-cyclopentyl-5,6-dimethyl-N2-(pyridin-2-ylmethyl)pyrimidine-2,4-diamine), C1(CCCCC1)CN (1-cyclohexylmethanamine). Product: C1(CCCCC1)CNC1=NC(=NC(=C1C)C)NCC1=NC=CC=C1 (N4-(cyclohexylmethyl)-5,6-dimethyl-N2-(pyridin-2-ylmethyl)pyrimidine-2,4-diamine). Reaction SMILES: [CH:1]1([NH:6][C:7]2[C:12]([CH3:13])=[C:11]([CH3:14])[N:10]=[C:9]([NH:15][CH2:16][C:17]3[CH:22]=[CH:21][CH:20]=[CH:19][N:18]=3)[N:8]=2)[CH2:5][CH2:4][CH2:3][CH2:2]1.[CH:23]1(CN)CCCC[CH2:24]1>>[CH:5]1([CH2:1][NH:6][C:7]2[C:12]([CH3:13])=[C:11]([CH3:14])[N:10]=[C:9]([NH:15][CH2:16][C:17]3[CH:22]=[CH:21][CH:20]=[CH:19][N:18]=3)[N:8]=2)[CH2:4][CH2:3][CH2:2][CH2:24][CH2:23]1. Procedure details: The titled compound was synthesized according to the procedure described for preparation of N4-cyclopentyl-5,6-dimethyl-N2-(pyridin-2-ylmethyl)pyrimidine-2,4-diamine (Example 29) using 1-cyclohexylmethanamine instead of cyclopentanamine. The crude material was purified by column chromatography eluting with mixture of chloroform/ethanol/20% water solution of ammonia (200:10:1), and then the final product was washed with diethyl ether to afford the titled compound as a white solid. 1H NMR (300 MHz...